From a dataset of the Open Reaction Database (ORD), a public repository of structured organic reaction records. describe an organic reaction: reactants, conditions, products, and yield Reactants: C(C)(C)(C)C=1C=C(C=C(C1O)C(C)(C)C)C(CC(C)(C)O)=O (1-(3,5-di-tert-butyl-4-hydroxyphenyl)-3-hydroxy-3-methyl-butan-1-one), C(C)N(CC)S(F)(F)F (diethylaminosulfur trifluoride). The solvent is C(Cl)Cl (methylene chloride). Reaction conditions: time 45 minute. The product is C(C)(C)(C)C=1C=C(C=C(C1O)C(C)(C)C)C(CC(C)(C)F)=O (1-(3,5-di-tert-butyl-4-hydroxyphenyl)-3-fluoro-3-methyl-butan-1-one). Reaction SMILES: [C:1]([C:5]1[CH:6]=[C:7]([C:16](=[O:22])[CH2:17][C:18](O)([CH3:20])[CH3:19])[CH:8]=[C:9]([C:12]([CH3:15])([CH3:14])[CH3:13])[C:10]=1[OH:11])([CH3:4])([CH3:3])[CH3:2].C(N(S(F)(F)[F:29])CC)C>C(Cl)Cl>[C:1]([C:5]1[CH:6]=[C:7]([C:16](=[O:22])[CH2:17][C:18]([F:29])([CH3:20])[CH3:19])[CH:8]=[C:9]([C:12]([CH3:15])([CH3:14])[CH3:13])[C:10]=1[OH:11])([CH3:4])([CH3:3])[CH3:2]. Procedure details: To a stirred solution of 1-(3,5-di-tert-butyl-4-hydroxyphenyl)-3-hydroxy-3-methyl-butan-1-one (2.5 g) in dry methylene chloride (30 mL) cooled to -78° C. is added diethylaminosulfur trifluoride (Aldrich Chemical Co.) (1.2 mL) and the stirring is continued for an additional 45 minutes. The mixture is washed with water and saturated aqueous sodium bicarbonate, dried over anhydrous sodium sulfate, and the solvent is removed under reduced pressure. The crude product is purified by silica gel column ... The reactants are ClCCl, CC(C)Oc1nn(C(=O)O)c2nc(Oc3ccc(F)cc3F)ncc12. As a reaction SMILES: [Cl:26][CH2:27][Cl:28].[F:1][c:2]1[c:3]([O:4][c:5]2[n:6][cH:7][c:8]3[c:9]([n:10]2)[n:11]([C:18]([OH:19])=[O:20])[n:12][c:13]3[O:14][CH:15]([CH3:16])[CH3:17])[cH:21][cH:22][c:23]([F:25])[cH:24]1>>[F:1][c:2]1[c:3]([O:4][c:5]2[n:6][cH:7][c:8]3[c:9]([n:10]2)[nH:11][n:12][c:13]3[O:14][CH:15]([CH3:16])[CH3:17])[cH:21][cH:22][c:23]([F:25])[cH:24]1. The product is CC(C)Oc1n[nH]c2nc(Oc3ccc(F)cc3F)ncc12. The reactants are C(C)(=O)N1C(NCC1)=O (1-acetyl-2-imidazolidinone), BrC=1C=CC(=NC1)C(=O)N1CCN(CC1)C1=NC=C(C=C1C1CC1)C1CC1 ((5-bromopyridin-2-yl)[4-(3,5-dicyclopropylpyridin-2-yl)piperazin-1-yl]methanone). Yields the product C(C)(=O)N1C(N(CC1)C=1C=NC(=CC1)C(=O)N1CCN(CC1)C1=NC=C(C=C1C1CC1)C1CC1)=O (1-acetyl-3-{6-[4-(3,5-dicyclopropylpyridin-2-yl)piperazine-1-carbonyl]pyridin-3-yl}imidazolidin-2-one). Yield: 12.8%. Reaction SMILES: [C:1]([N:4]1[CH2:8][CH2:7][NH:6][C:5]1=[O:9])(=[O:3])[CH3:2].Br[C:11]1[CH:12]=[CH:13][C:14]([C:17]([N:19]2[CH2:24][CH2:23][N:22]([C:25]3[C:30]([CH:31]4[CH2:33][CH2:32]4)=[CH:29][C:28]([CH:34]4[CH2:36][CH2:35]4)=[CH:27][N:26]=3)[CH2:21][CH2:20]2)=[O:18])=[N:15][CH:16]=1>>[C:1]([N:4]1[CH2:8][CH2:7][N:6]([C:11]2[CH:16]=[N:15][C:14]([C:17]([N:19]3[CH2:24][CH2:23][N:22]([C:25]4[C:30]([CH:31]5[CH2:33][CH2:32]5)=[CH:29][C:28]([CH:34]5[CH2:35][CH2:36]5)=[CH:27][N:26]=4)[CH2:21][CH2:20]3)=[O:18])=[CH:13][CH:12]=2)[C:5]1=[O:9])(=[O:3])[CH3:2]. Reported procedure: Using 1-acetyl-2-imidazolidinone (462 mg) and (5-bromopyridin-2-yl)[4-(3,5-dicyclopropylpyridin-2-yl)piperazin-1-yl]methanone (1.4 g) described in Preparation Example 142 and by the reaction and treatment in the same manner as in Example 1, the title compound (199 mg) was obtained. The reactants are C(C1=CC=CC=C1)C1N(C(OC1)=O)C(C(CC(C)C)C=1C=C(C=C(C1)O)C1=CC=C(C=C1)C(F)(F)F)=O (4-benzyl-3-[2-(5-hydroxy-4′-trifluoromethyl-biphenyl-3-yl)-4-methyl-pentanoyl]-oxazolidin-2-one), BrCC1=CC(=CC(=C1)F)F (1-bromomethyl-3,5-difluoro-benzene), C(=O)([O-])[O-].[Cs+].[Cs+] (Cs2CO3). Solvent: C(C)#N (acetonitrile). Run at time 2 hour. Yields the product C(C1=CC=CC=C1)C1N(C(OC1)=O)C(C(CC(C)C)C=1C=C(C=C(C1)OCC1=CC(=CC(=C1)F)F)C1=CC=C(C=C1)C(F)(F)F)=O (4-benzyl-3-{2-[5-(3,5-difluoro-benzyloxy)-4′-trifluoromethyl-biphenyl-3-yl]-4-methyl-pentanoyl}-oxazolidin-2-one). RXN SMILES: [CH2:1]([CH:8]1[CH2:12][O:11][C:10](=[O:13])[N:9]1[C:14](=[O:37])[CH:15]([C:20]1[CH:21]=[C:22]([C:27]2[CH:32]=[CH:31][C:30]([C:33]([F:36])([F:35])[F:34])=[CH:29][CH:28]=2)[CH:23]=[C:24]([OH:26])[CH:25]=1)[CH2:16][CH:17]([CH3:19])[CH3:18])[C:2]1[CH:7]=[CH:6][CH:5]=[CH:4][CH:3]=1.Br[CH2:39][C:40]1[CH:45]=[C:44]([F:46])[CH:43]=[C:42]([F:47])[CH:41]=1.C([O-])([O-])=O.[Cs+].[Cs+]>C(#N)C>[CH2:1]([CH:8]1[CH2:12][O:11][C:10](=[O:13])[N:9]1[C:14](=[O:37])[CH:15]([C:20]1[CH:21]=[C:22]([C:27]2[CH:28]=[CH:29][C:30]([C:33]([F:34])([F:36])[F:35])=[CH:31][CH:32]=2)[CH:23]=[C:24]([O:26][CH2:39][C:40]2[CH:45]=[C:44]([F:46])[CH:43]=[C:42]([F:47])[CH:41]=2)[CH:25]=1)[CH2:16][CH:17]([CH3:19])[CH3:18])[C:2]1[CH:7]=[CH:6][CH:5]=[CH:4][CH:3]=1 |f:2.3.4|. Procedure: To a solution of 4-benzyl-3-[2-(5-hydroxy-4′-trifluoromethyl-biphenyl-3-yl)-4-methyl-pentanoyl]-oxazolidin-2-one (18.77 g, 36.73 mmol) in acetonitrile (184 mL) at 0° C. was added 1-bromomethyl-3,5-difluoro-benzene (7.13 mL, 55.10 mmol) and Cs2CO3 (23.94 g, 73.46 mmol) in portions over 5 minutes. The resulting white suspension was stirred at room temperature for 2 h. The white solid was filtered off and the solvent was removed in vacuo to obtain relatively pure 4-benzyl-3-{2-[5-(3,5-difluoro-benz... The reactants are CC[SiH](CC)CC, ClCCl, [Na+], [Na+], O=C([O-])[O-], CCC(=C1SCSCS1)c1ccc(Oc2ccccc2)cc1, O=C(O)C(F)(F)F. Product: CCC(c1ccc(Oc2ccccc2)cc1)C1SCSCS1. Reaction SMILES: [CH2:39]([SiH:40]([CH2:41][CH3:42])[CH2:43][CH3:44])[CH3:45].[Cl:36][CH2:37][Cl:38].[Na+:8].[Na+:9].[O-:10][C:11](=[O:12])[O-:13].[O:14]([c:15]1[cH:16][cH:17][cH:18][cH:19][cH:20]1)[c:21]1[cH:22][cH:23][c:24]([C:27]([CH2:28][CH3:29])=[C:30]2[S:31][CH2:32][S:33][CH2:34][S:35]2)[cH:25][cH:26]1.[OH:1][C:2]([C:3]([F:4])([F:5])[F:6])=[O:7]>>[O:14]([c:15]1[cH:16][cH:17][cH:18][cH:19][cH:20]1)[c:21]1[cH:22][cH:23][c:24]([CH:27]([CH2:28][CH3:29])[CH:30]2[S:31][CH2:32][S:33][CH2:34][S:35]2)[cH:25][cH:26]1.